Dataset: the Open Reaction Database (ORD), a public repository of structured organic reaction records. Task: describe an organic reaction: reactants, conditions, products, and yield Reactants: C(C)(C)(C)OC(=O)NC1=CC=C(C=C1)SC1=C(C=C(C(=O)O)C=C1)NC=1C2=C(N=CN1)N=C(C=C2)C(C)C (4-(4-tert-Butoxycarbonylamino-phenylsulfanyl)-3-(7-isopropyl-pyrido[2,3-d]pyrimidin-4-ylamino)-benzoic acid), C1(=CC=CC=C1)C(CC)N ((RS)-1-phenylpropylamine). The product is C(C)(C)(C)OC(NC1=CC=C(C=C1)SC1=C(C=C(C=C1)C(NC(CC)C1=CC=CC=C1)=O)NC=1C2=C(N=CN1)N=C(C=C2)C(C)C)=O ((RS)-{4-[2-(7-Isopropyl-pyrido[2,3-d]pyrimidin-4-ylamino)-4-(1-phenyl-propylcarbamoyl)-phenylsulfanyl]-phenyl}-carbamic acid tert-butyl ester). The yield is 90.0%. RXN SMILES: [C:1]([O:5][C:6]([NH:8][C:9]1[CH:14]=[CH:13][C:12]([S:15][C:16]2[CH:24]=[CH:23][C:19]([C:20]([OH:22])=O)=[CH:18][C:17]=2[NH:25][C:26]2[C:27]3[CH:35]=[CH:34][C:33]([CH:36]([CH3:38])[CH3:37])=[N:32][C:28]=3[N:29]=[CH:30][N:31]=2)=[CH:11][CH:10]=1)=[O:7])([CH3:4])([CH3:3])[CH3:2].[C:39]1([CH:45]([NH2:48])[CH2:46][CH3:47])[CH:44]=[CH:43][CH:42]=[CH:41][CH:40]=1>>[C:1]([O:5][C:6](=[O:7])[NH:8][C:9]1[CH:14]=[CH:13][C:12]([S:15][C:16]2[CH:24]=[CH:23][C:19]([C:20](=[O:22])[NH:48][CH:45]([C:39]3[CH:44]=[CH:43][CH:42]=[CH:41][CH:40]=3)[CH2:46][CH3:47])=[CH:18][C:17]=2[NH:25][C:26]2[C:27]3[CH:35]=[CH:34][C:33]([CH:36]([CH3:37])[CH3:38])=[N:32][C:28]=3[N:29]=[CH:30][N:31]=2)=[CH:11][CH:10]=1)([CH3:3])([CH3:4])[CH3:2]. Procedure: According to the procedure in Example 385F, the title compound was prepared using 4-(4-tert-butoxycarbonylamino-phenylsulfanyl)-3-(7-isopropyl-pyrido[2,3-d]pyrimidin-4-ylamino)-benzoic acid (prepared in Example 385E) and (RS)-1-phenylpropylamine: yield 90%. Reactants: CC(C=O)(CO)C (2,2-dimethyl-3-hydroxypropanal), O (water), C(C)(C)(C)C1=C(C(=CC=C1)C(C)(C)C)O (2,6-di-t-butylphenol), CNC (dimethylamine). Solvent: CO (methanol). Yields the product C(C)(C)(C)C=1C=C(C=C(C1O)C(C)(C)C)CC(C=O)(C)C (3-(3,5-di-t-butyl-4-hydroxyphenyl)-2,2-dimethylpropanal). The yield is 92.0%. As a reaction SMILES: [CH3:1][C:2]([CH3:7])([CH2:5][OH:6])[CH:3]=O.O.[C:9]([C:13]1[CH:18]=[CH:17][CH:16]=[C:15]([C:19]([CH3:22])([CH3:21])[CH3:20])[C:14]=1[OH:23])([CH3:12])([CH3:11])[CH3:10].CNC>CO>[C:19]([C:15]1[CH:16]=[C:17]([CH2:3][C:2]([CH3:1])([CH3:7])[CH:5]=[O:6])[CH:18]=[C:13]([C:9]([CH3:12])([CH3:11])[CH3:10])[C:14]=1[OH:23])([CH3:22])([CH3:21])[CH3:20]. Procedure details: 125 g (1 mol) of 80% strength aqueous 2,2-dimethyl-3-hydroxypropanal (crude mixture from the synthesis, reduced to a water content of 20% by distillation), 185 g (0.9 mol) of 2,6-di-t-butylphenol, 12 g (0.11 mol) of 40% strength aqueous dimethylamine and 700 g of methanol are reacted in a stirred autoclave at 180° C. and under the autogenous pressure of 20-30 bar for 10 h. Workup of the reaction mixture by distillation yields 238 g (92%) of 3-(3,5-di-t-butyl-4-hydroxyphenyl)-2,2-dimethylpropanal... The reactants are CNCCO, CCO, COc1cc2c(ccn2S(=O)(=O)c2ccccc2)cc1O. Product: COc1cc2c(ccn2S(=O)(=O)c2ccccc2)c(CN(C)CCO)c1O. RXN SMILES: [CH3:1][NH:2][CH2:3][CH2:4][OH:5].[CH3:27][CH2:28][OH:29].[CH3:6][O:7][c:8]1[c:9]([OH:26])[cH:10][c:11]2[cH:12][cH:13][n:14]([S:17](=[O:18])(=[O:19])[c:20]3[cH:21][cH:22][cH:23][cH:24][cH:25]3)[c:15]2[cH:16]1>>[CH3:1][N:2]([CH2:3][CH2:4][OH:5])[CH2:27][c:10]1[c:9]([OH:26])[c:8]([O:7][CH3:6])[cH:16][c:15]2[c:11]1[cH:12][cH:13][n:14]2[S:17](=[O:18])(=[O:19])[c:20]1[cH:21][cH:22][cH:23][cH:24][cH:25]1. Starting materials: IC1=CN(C=2N=CN=CC21)[C@H](COC2OCCCC2)C (5-iodo-7-[(1S)-1-methyl-2-(tetrahydro-2H-pyran-2-yloxy)ethyl]-7H-pyrrolo[2,3-d]pyrimidine), BrC=1C=NC=C(C(=O)N(C)OC)C1 (5-bromo-N-methoxy-N-methylnicotinamide). Product: BrC=1C=C(C=NC1)C(=O)C1=CN(C=2N=CN=CC21)[C@H](COC2OCCCC2)C ((5-Bromopyridin-3-yl){7-[(1S)-1-methyl-2-(tetrahydro-2H-pyran-2-yloxy)ethyl]-7H-pyrrolo[2,3-d]pyrimidin-5-yl}methanone). RXN SMILES: I[C:2]1[C:10]2[CH:9]=[N:8][CH:7]=[N:6][C:5]=2[N:4]([C@@H:11]([CH3:20])[CH2:12][O:13][CH:14]2[CH2:19][CH2:18][CH2:17][CH2:16][O:15]2)[CH:3]=1.[Br:21][C:22]1[CH:23]=[N:24][CH:25]=[C:26]([CH:33]=1)[C:27](N(OC)C)=[O:28]>>[Br:21][C:22]1[CH:33]=[C:26]([C:27]([C:2]2[C:10]3[CH:9]=[N:8][CH:7]=[N:6][C:5]=3[N:4]([C@@H:11]([CH3:20])[CH2:12][O:13][CH:14]3[CH2:19][CH2:18][CH2:17][CH2:16][O:15]3)[CH:3]=2)=[O:28])[CH:25]=[N:24][CH:23]=1. Procedure: The title compound was prepared according to the method described for Preparation 24 using 5-iodo-7-[(1S)-1-methyl-2-(tetrahydro-2H-pyran-2-yloxy)ethyl]-7H-pyrrolo[2,3-d]pyrimidine (see Preparation 18) and 5-bromo-N-methoxy-N-methylnicotinamide to afford the title compound as a colourless oil in 32% yield, 181 mg. Reactants: C[Si](C)(C)c1ccc(Br)cc1, Cc1ccccc1, CCO, [K+], [K+], O=C([O-])[O-], O, OB(O)c1cccc2c1oc1ccccc12, c1ccc(P(c2ccccc2)(c2ccccc2)[Pd](P(c2ccccc2)(c2ccccc2)c2ccccc2)(P(c2ccccc2)(c2ccccc2)c2ccccc2)P(c2ccccc2)(c2ccccc2)c2ccccc2)cc1. The product is C[Si](C)(C)c1ccc(-c2cccc3c2oc2ccccc23)cc1. RXN SMILES: [Br:17][c:18]1[cH:19][cH:20][c:21]([Si:24]([CH3:25])([CH3:26])[CH3:27])[cH:22][cH:23]1.[CH3:34][c:35]1[cH:36][cH:37][cH:38][cH:39][cH:40]1.[CH3:41][CH2:42][OH:43].[K+:28].[K+:29].[O-:30][C:31]([O-:32])=[O:33].[OH2:44].[cH:1]1[cH:2][cH:3][c:4]([B:14]([OH:15])[OH:16])[c:5]2[o:6][c:7]3[c:8]([c:9]12)[cH:10][cH:11][cH:12][cH:13]3.[cH:45]1[cH:46][cH:47][c:48]([P:49]([Pd:50]([P:51]([c:52]2[cH:53][cH:54][cH:55][cH:56][cH:57]2)([c:58]2[cH:59][cH:60][cH:61][cH:62][cH:63]2)[c:64]2[cH:65][cH:66][cH:67][cH:68][cH:69]2)([P:70]([c:71]2[cH:72][cH:73][cH:74][cH:75][cH:76]2)([c:77]2[cH:78][cH:79][cH:80][cH:81][cH:82]2)[c:83]2[cH:84][cH:85][cH:86][cH:87][cH:88]2)[P:89]([c:90]2[cH:91][cH:92][cH:93][cH:94][cH:95]2)([c:96]2[cH:97][cH:98][cH:99][cH:100][cH:101]2)[c:102]2[cH:103][cH:104][cH:105][cH:106][cH:107]2)([c:108]2[cH:109][cH:110][cH:111][cH:112][cH:113]2)[c:114]2[cH:115][cH:116][cH:117][cH:118][cH:119]2)[cH:120][cH:121]1>>[cH:1]1[cH:2][cH:3][c:4](-[c:18]2[cH:19][cH:20][c:21]([Si:24]([CH3:25])([CH3:26])[CH3:27])[cH:22][cH:23]2)[c:5]2[o:6][c:7]3[c:8]([c:9]12)[cH:10][cH:11][cH:12][cH:13]3.